From a dataset of the Open Reaction Database (ORD), a public repository of structured organic reaction records. describe an organic reaction: reactants, conditions, products, and yield Run in C(CC)N (propylamine). Reactants: OC1=C(C=NC2=CC=CC=C12)C(=O)OCC (ethyl 4-hydroxy-3-quinoline-carboxylate), [H-].[Na+] (sodium hydride), O (water). Isolated yield 95.6%. As a reaction SMILES: [OH:1][C:2]1[C:11]2[C:6](=[CH:7][CH:8]=[CH:9][CH:10]=2)[N:5]=[CH:4][C:3]=1[C:12]([O:14]CC)=O.[H-].[Na+].O>C(N)CC>[OH:1][C:2]1[C:11]2[C:6](=[CH:7][CH:8]=[CH:9][CH:10]=2)[N:5]=[CH:4][C:3]=1[C:12]([NH:5][CH2:4][CH2:3][CH3:2])=[O:14] |f:1.2|. Procedure: A suspension of 2.17 g of ethyl 4-hydroxy-3-quinoline-carboxylate in 20 ml of propylamine in the presence of traces of sodium hydride was refluxed and then was stirred at 50° C. for 16 hours. The mixture was pouredinto water and the suspension was vacuum filtered. The product was washed with water, dried in an oven at 100° C. and was crystallized from methanol to obtain 1.1 g of 4-hydroxy-N-propyl-3-quinoline-carboxamide melting at 210° C. Yields the product OC1=C(C=NC2=CC=CC=C12)C(=O)NCCC (4-hydroxy-N-propyl-3-quinoline-carboxamide). Conditions: temperature 50 celsius, time 16 hour. Starting materials: ClC=1N=NC(=CC1)C (3-Chloro-6-methylpyridazine), COC1=NC=CC(=C1)B1OC(C(O1)(C)C)(C)C (2-methoxy-4-(4,4,5,5-tetramethyl-1,3,2-dioxaborolan-2-yl)pyridine). Product: COC1=NC=CC(=C1)C=1N=NC(=CC1)C (3-(2-Methoxypyridin-4-yl)-6-methylpyridazine). The yield is 45.5%. As a reaction SMILES: Cl[C:2]1[N:3]=[N:4][C:5]([CH3:8])=[CH:6][CH:7]=1.[CH3:9][O:10][C:11]1[CH:16]=[C:15](B2OC(C)(C)C(C)(C)O2)[CH:14]=[CH:13][N:12]=1>>[CH3:9][O:10][C:11]1[CH:16]=[C:15]([C:2]2[N:3]=[N:4][C:5]([CH3:8])=[CH:6][CH:7]=2)[CH:14]=[CH:13][N:12]=1. Reported procedure: 3-Chloro-6-methylpyridazine (343 mg, 2.67 mmol) and 2-methoxy-4-(4,4,5,5-tetramethyl-1,3,2-dioxaborolan-2-yl)pyridine (470 mg, 2.0 mmol) were reacted according to Example 31 (step a) to provide the title compound (183 mg, 45%) as a cream solid: 1H NMR (500 MHz, CDCl3) δ 8.31 (d, J=5.3 Hz, 1H), 7.62 (d, J=8.7 Hz, 1H), 7.59 (dd, J=5.3, 1.5 Hz, 1H), 7.43 (d, J=8.6 Hz, 1H), 7.38 (s, 1H), 4.00 (s, 3H), 2.79 (s, 3H). The reactants are ONc1ccc(F)cc1, O=[N+]([O-])c1ccc(F)cc1, O=C=NC(F)(F)F, NN, C1CCOC1. Product: O=C(NC(F)(F)F)N(O)c1ccc(F)cc1. As a reaction SMILES: [F:13][c:14]1[cH:15][cH:16][c:17]([NH:18][OH:19])[cH:20][cH:21]1.[F:1][c:2]1[cH:3][cH:4][c:5]([N+:8](=[O:9])[O-:10])[cH:6][cH:7]1.[F:22][C:23]([F:24])([F:25])[N:26]=[C:27]=[O:28].[NH2:11][NH2:12].[O:29]1[CH2:30][CH2:31][CH2:32][CH2:33]1>>[F:1][c:2]1[cH:3][cH:4][c:5]([N:8]([OH:10])[C:27]([NH:26][C:23]([F:22])([F:24])[F:25])=[O:28])[cH:6][cH:7]1.